Dataset: the Open Reaction Database (ORD), a public repository of structured organic reaction records. Task: describe an organic reaction: reactants, conditions, products, and yield Starting materials: C(C)/C(=C\C(=O)OC)/N=N/C(=O)OC(C)(C)C (tert-butyl (E)-[(1E)-1-ethyl-3-methoxy-3-oxoprop-1-en-1-yl]diazenecarboxylate), C1(=C(C=CC=C1)N)N (1,2-phenylenediamine), O1CCCC1 (tetrahydrofuran), Example 1.001 ( a ), O (water). Reaction conditions: time 22 hour. Yields the product C(C)C=1C(=NC2=CC=CC=C2N1)C(=O)OCC (ethyl 3-ethylquinoxaline-2-carboxylate). RXN SMILES: [CH2:1](/[C:3](/[N:9]=N/C(OC(C)(C)C)=O)=[CH:4]\[C:5]([O:7][CH3:8])=[O:6])[CH3:2].[C:18]1([NH2:25])[CH:23]=[CH:22][CH:21]=[CH:20][C:19]=1N.O.O1CCC[CH2:28]1>>[CH2:1]([C:3]1[C:4]([C:5]([O:7][CH2:8][CH3:28])=[O:6])=[N:25][C:18]2[C:23]([N:9]=1)=[CH:22][CH:21]=[CH:20][CH:19]=2)[CH3:2]. Procedure: Preparation was performed in a similar manner as Example 1.001 (a). To a solution of tert-butyl (E)-[(1E)-1-ethyl-3-methoxy-3-oxoprop-1-en-1-yl]diazenecarboxylate (see Synlett. 2003, 8, 1183; 1.50 g, 6.19 mmol) in tetrahydrofuran (30 mL) was added 1,2-phenylenediamine (683 mg, 6.19 mmol) at room temperature. After being stirred for 22 hour, the reaction mixture was poured into water and extracted with ethyl acetate. The organic layer was combined and dried over magnesium sulfate, filtrated and c...